Dataset: the Open Reaction Database (ORD), a public repository of structured organic reaction records. Task: describe an organic reaction: reactants, conditions, products, and yield Procedure details: To a solution of 8-(5-ethoxycarbonylmethyl-2-isopropoxy-phenyl)-5-fluoro-3,4-dihydro-1H-isoquinoline-2-carboxylic acid benzyl ester (1.65 g, 3.17 mmol, 1 eq.) in EtOH (15.5 mL) under N2, palladium on activated carbon (10 wt. %, 165 mg) was added. The flask was carefully evacuated and refilled with H2 (3×). The black suspension was stirred at r.t. under an H2-atmosphere for 24 hours and further at 50° C. for 18 hours. The black suspension was filtered through Celite. The Celite was rinsed with Et... Product: C(C)OC(CC1=CC(=C(C=C1)OC(C)C)C=1C=CC(=C2CCNCC12)F)=O ([3-(5-Fluoro-1,2,3,4-tetrahydro-isoquinolin-8-yl)-4-isopropoxy-phenyl]-acetic acid ethyl ester). Solvent: CCO (EtOH). Reactants: C(C1=CC=CC=C1)OC(=O)N1CC2=C(C=CC(=C2CC1)F)C1=C(C=CC(=C1)CC(=O)OCC)OC(C)C (8-(5-ethoxycarbonylmethyl-2-isopropoxy-phenyl)-5-fluoro-3,4-dihydro-1H-isoquinoline-2-carboxylic acid benzyl ester). Conditions: temperature 50 celsius, time 18 hour. The reagents and catalysts are [Pd] (palladium on activated carbon). Reaction SMILES: C(OC([N:11]1[CH2:20][CH2:19][C:18]2[C:13](=[C:14]([C:22]3[CH:27]=[C:26]([CH2:28][C:29]([O:31][CH2:32][CH3:33])=[O:30])[CH:25]=[CH:24][C:23]=3[O:34][CH:35]([CH3:37])[CH3:36])[CH:15]=[CH:16][C:17]=2[F:21])[CH2:12]1)=O)C1C=CC=CC=1>CCO.[Pd]>[CH2:32]([O:31][C:29](=[O:30])[CH2:28][C:26]1[CH:25]=[CH:24][C:23]([O:34][CH:35]([CH3:37])[CH3:36])=[C:22]([C:14]2[CH:15]=[CH:16][C:17]([F:21])=[C:18]3[C:13]=2[CH2:12][NH:11][CH2:20][CH2:19]3)[CH:27]=1)[CH3:33]. Reactants: C1C(CCC=2OC3=C(C21)C=CC=C3)N (tetrahydro-dibenzofuran-2-ylamine), C(C1=CC=CC=C1)(=O)Cl (benzoyl chloride). The solvent is N1=CC=CC=C1 (pyridine). The product is C1=C(C=CC=2OC3=C(C21)CCCC3)NC(C3=CC=CC=C3)=O (N-(6,7,8,9-tetrahydro-dibenzofuran-2-yl)-benzamide). The yield is 51.5%. RXN SMILES: [CH2:1]1[C:9]2[C:8]3[CH:10]=[CH:11][CH:12]=[CH:13][C:7]=3[O:6][C:5]=2[CH2:4][CH2:3][CH:2]1[NH2:14].[C:15](Cl)(=[O:22])[C:16]1[CH:21]=[CH:20][CH:19]=[CH:18][CH:17]=1>N1C=CC=CC=1>[CH:1]1[C:9]2[C:8]3[CH2:10][CH2:11][CH2:12][CH2:13][C:7]=3[O:6][C:5]=2[CH:4]=[CH:3][C:2]=1[NH:14][C:15](=[O:22])[C:16]1[CH:21]=[CH:20][CH:19]=[CH:18][CH:17]=1. Procedure details: Following the procedure of Example 1, tetrahydro-dibenzofuran-2-ylamine (0.94 g, 5.0 mmol) and benzoyl chloride (0.64 mL, 5.5 mmol) in pyridine (10 mL) provided N-(6,7,8,9-tetrahydro-dibenzofuran-2-yl)-benzamide (0.75 g). Mp 178-180° C.; Anal. Calcd. for C19H17NO2: C, 78.33; H, 5.88; N, 4.81; Found: C, 78.10; H, 5.86; N, 4.81. Starting materials: CN1CCN(CC1)CCOC1=CC=2N(C=C1)C(=CN2)C(=O)[O-].[Li+] (lithium 7-(2-(4-methylpiperazin-1-yl)ethoxy)imidazo[1,2-a]pyridine-3-carboxylate), CN1CCCC1=O (NMP), NC1=C2C=NN(C2=CC=C1)CC=1C=C(C#N)C=CC1 (3-((4-Amino-1H-indazol-1-yl)methyl)benzonitrile), CN1CCCC1=O (NMP), ClC1=C(C(=O)Cl)C(=CC(=C1)Cl)Cl (2,4,6-Trichlorobenzoyl chloride). Run in CCOC(=O)C (EtOAc), C(=O)(O)[O-].[Na+] (NaHCO3). Run at time 0.5 hour. Product: C(#N)C=1C=C(CN2N=CC3=C(C=CC=C23)NC(=O)C2=CN=C3N2C=CC(=C3)OCCN3CCN(CC3)C)C=CC1 (N-(1-(3-cyanobenzyl)-1H-indazol-4-yl)-7-(2-(4-methylpiperazin-1-yl)ethoxy)imidazo[1,2-a]pyridine-3-carboxamide). Yield: 49.1%. Reaction SMILES: [CH3:1][N:2]1[CH2:7][CH2:6][N:5]([CH2:8][CH2:9][O:10][C:11]2[CH:16]=[CH:15][N:14]3[C:17]([C:20]([O-])=[O:21])=[CH:18][N:19]=[C:13]3[CH:12]=2)[CH2:4][CH2:3]1.[Li+].CN1C(=O)CCC1.ClC1C=C(Cl)C=C(Cl)C=1C(Cl)=O.[NH2:43][C:44]1[CH:52]=[CH:51][CH:50]=[C:49]2[C:45]=1[CH:46]=[N:47][N:48]2[CH2:53][C:54]1[CH:55]=[C:56]([CH:59]=[CH:60][CH:61]=1)[C:57]#[N:58]>CCOC(C)=O.C([O-])(O)=O.[Na+]>[C:57]([C:56]1[CH:55]=[C:54]([CH:61]=[CH:60][CH:59]=1)[CH2:53][N:48]1[C:49]2[C:45](=[C:44]([NH:43][C:20]([C:17]3[N:14]4[CH:15]=[CH:16][C:11]([O:10][CH2:9][CH2:8][N:5]5[CH2:6][CH2:7][N:2]([CH3:1])[CH2:3][CH2:4]5)=[CH:12][C:13]4=[N:19][CH:18]=3)=[O:21])[CH:52]=[CH:51][CH:50]=2)[CH:46]=[N:47]1)#[N:58] |f:0.1,6.7|. Procedure details: To a vial was added lithium 7-(2-(4-methylpiperazin-1-yl)ethoxy)imidazo[1,2-a]pyridine-3-carboxylate (0.187 g, 0.544 mmol) and NMP (3.0 mL), and the mixture was warmed until homogeneous and then cooled to ambient temperature. 2,4,6-Trichlorobenzoyl chloride (0.0793 mL, 0.507 mmol) was added and the dark solution was stirred at ambient temperature for 0.5 hours. 3-((4-Amino-1H-indazol-1-yl)methyl)benzonitrile (0.090 g, 0.362 mmol) was added as a NMP solution (3.0 mL) and the mixture was heated to... Starting materials: NC1[C@@H]2N(C(=C(CS2)CSC2=NN=NN2CC=C)C(=O)O)C1=O (7-amino-3-(1-allyl-1H-tetrazol-5-yl)thiomethyl-3-cephem-4-carboxylic acid), C[Si](C)(C)CC(=O)N (trimethylsilylacetamide), P(=O)(Cl)(Cl)Cl (phosphorus oxychloride), C(C)ON=C(C(=O)O)C=1N=C(SC1)NC=O (2-ethoxyimino-2-(2-formamidothiazol-4-yl)acetic acid). Solvent: C(C)(=O)OCC (ethyl acetate), O (water), C(C)(=O)OCC (ethyl acetate), C(C)(=O)OCC (ethyl acetate), CN(C=O)C (dimethylformamide). Conditions: time 30 minute. Product: C[N+](=CCl)C.[Cl-] (Vilsmeier reagent), C(C)ON=C(C(=O)NC1[C@@H]2N(C(=C(CS2)CSC2=NN=NN2CC=C)C(=O)O)C1=O)C=1N=C(SC1)NC=O (7-[2-ethoxyimino-2-(2-formamidothiazol-4-yl)acetamido]-3-(1-allyl-1H-tetrazol-5-yl)thiomethyl-3-cephem-4-carboxylic acid). Isolated yield 173.9%. Reaction SMILES: P(Cl)(Cl)([Cl:3])=O.[CH2:6]([O:8][N:9]=[C:10]([C:14]1[N:15]=[C:16]([NH:19][CH:20]=[O:21])[S:17][CH:18]=1)[C:11]([OH:13])=O)[CH3:7].[NH2:22][CH:23]1[C:43](=[O:44])[N:25]2[C:26]([C:40]([OH:42])=[O:41])=[C:27]([CH2:30][S:31][C:32]3[N:36]([CH2:37][CH:38]=[CH2:39])[N:35]=[N:34][N:33]=3)[CH2:28][S:29][C@H:24]12.C[Si](CC(N)=O)(C)C>C(OCC)(=O)C.O.CN(C)C=O>[CH3:24][N+:25]([CH3:43])=[CH:26][Cl:3].[Cl-:3].[CH2:6]([O:8][N:9]=[C:10]([C:14]1[N:15]=[C:16]([NH:19][CH:20]=[O:21])[S:17][CH:18]=1)[C:11]([NH:22][CH:23]1[C:43](=[O:44])[N:25]2[C:26]([C:40]([OH:42])=[O:41])=[C:27]([CH2:30][S:31][C:32]3[N:36]([CH2:37][CH:38]=[CH2:39])[N:35]=[N:34][N:33]=3)[CH2:28][S:29][C@H:24]12)=[O:13])[CH3:7] |f:7.8|. Procedure: The Vilsmeier reagent was prepared from dry dimethylformamide (0.4 g), phosphorus oxychloride (0.9 g) and dry ethyl acetate (1.6 ml) by the conventional method. Dry ethyl acetate (18 ml) was added thereto and then 2-ethoxyimino-2-(2-formamidothiazol-4-yl)acetic acid (syn isomer) (1.3 g) was added thereto at 0° C. The mixture was stirred for 30 minutes at the same temperature. The resulting mixture was added under -10° C. to a stirred solution of 7-amino-3-(1-allyl-1H-tetrazol-5-yl)thiomethyl-3-c... RXN SMILES: [CH3:13][CH2:14][O:15][C:16]([CH3:17])=[O:18].[CH3:19][CH2:20][CH2:21][CH2:22][CH2:23][CH3:24].[CH3:1][c:2]1[cH:3][s:4][c:5]2[c:6]1[cH:7][c:8]([O:11][CH3:12])[cH:9][cH:10]2>>[CH3:1][c:2]1[cH:3][s:4][c:5]2[c:6]1[cH:7][c:8]([OH:11])[cH:9][cH:10]2. Yields the product Cc1csc2ccc(O)cc12. Starting materials: CCOC(C)=O, CCCCCC, COc1ccc2scc(C)c2c1. Reactants: O=[Ag-], Cc1ccc(CBr)cc1, COC(=O)C1CC(S(=O)(=O)c2ccccc2Cl)CC1O, ClCCl. The product is COC(=O)C1CC(S(=O)(=O)c2ccccc2Cl)CC1OCc1ccc(C)cc1. RXN SMILES: [Ag-:33]=[O:34].[Br:21][CH2:22][c:23]1[cH:24][cH:25][c:26]([CH3:29])[cH:27][cH:28]1.[CH3:1][O:2][C:3](=[O:4])[CH:5]1[CH:6]([OH:20])[CH2:7][CH:8]([S:10](=[O:11])(=[O:12])[c:13]2[c:14]([Cl:19])[cH:15][cH:16][cH:17][cH:18]2)[CH2:9]1.[Cl:30][CH2:31][Cl:32]>>[CH3:1][O:2][C:3](=[O:4])[CH:5]1[CH:6]([O:20][CH2:22][c:23]2[cH:24][cH:25][c:26]([CH3:29])[cH:27][cH:28]2)[CH2:7][CH:8]([S:10](=[O:11])(=[O:12])[c:13]2[c:14]([Cl:19])[cH:15][cH:16][cH:17][cH:18]2)[CH2:9]1. The reactants are COC1=CC=C(C2=C1OCCO2)C=O (8-methoxy-1,4-benzodioxane-5-carbaldehyde), [Br-].[Li+] (lithium bromide), C[SiH](O[SiH](C)C)C (1,1,3,3-tetramethyldisiloxane), C[Si](C)(C)Cl (trimethylsilyl chloride). The solvent is CN(C)C=O (DMF), C(C)#N (acetonitrile), ClCCl (dichloromethane). Reaction conditions: time 15 minute. Yields the product BrCC1=CC=C(C=2OCCOC21)OC (5-bromomethyl-8-methoxy-1,4-benzodioxane). As a reaction SMILES: [CH3:1][O:2][C:3]1[C:8]2[O:9][CH2:10][CH2:11][O:12][C:7]=2[C:6]([CH:13]=O)=[CH:5][CH:4]=1.[Br-:15].[Li+].C[Si](Cl)(C)C.C[SiH](C)O[SiH](C)C>C(#N)C.ClCCl.CN(C=O)C>[Br:15][CH2:13][C:6]1[C:7]2[O:12][CH2:11][CH2:10][O:9][C:8]=2[C:3]([O:2][CH3:1])=[CH:4][CH:5]=1 |f:1.2|. Procedure: To a solution of 8-methoxy-1,4-benzodioxane-5-carbaldehyde (12 g, 62 mmol) in acetonitrile (140 mL) was added lithium bromide (12 g, 110 mmol), and then trimethylsilyl chloride (12 mL, 95 mmol) was added dropwise. After 15 minutes, the mixture was ice-cooled, and 1,1,3,3-tetramethyldisiloxane (19 mL, 110 mmol) was added dropwise, followed by stirring at room temperature for 2 hours. The mixture was diluted with dichloromethane, and then was filtered through Celite. The solvent was evaporated in ...